This data is from the Open Reaction Database (ORD), a public repository of structured organic reaction records. The task is: describe an organic reaction: reactants, conditions, products, and yield Reactants: COC(CCCNCCCNC(=O)[C@]12[C@@H]([C@H]3CC[C@@H]4[C@]5(CC=C(C([C@@H]5CC[C@]4([C@@]3(CC1)C)C)(C)C)C1=CC=C(C(=O)OC)C=C1)C)[C@@H](CC2)C(=C)C)=O (methyl 4-((1R,3aS,5aR,5bR,7aR,11aS,11bR,13aR,13bR)-3a-(3-(4-methoxy-4-oxobutylamino)propylcarbamoyl)-5a,5b,8,8,11a-pentamethyl-1-(prop-1-en-2-yl)-2,3,3a,4,5,5a,5b,6,7,7a,8,11,11a,11b,12,13,13a,13b-octadecahydro-1H-cyclopenta[a]chrysen-9-yl)benzoate), C([O-])([O-])=O.[K+].[K+] (potassium carbonate), O1CCOCC1 (dioxane). Solvent: C(C)#N (acetonitrile). Reaction conditions: temperature 78 celsius. Yields the product C(C)N(CCCNC(=O)[C@]12[C@@H]([C@H]3CC[C@@H]4[C@]5(CC=C(C([C@@H]5CC[C@]4([C@@]3(CC1)C)C)(C)C)C1=CC=C(C(=O)OC)C=C1)C)[C@@H](CC2)C(=C)C)CCCC(=O)OC (methyl 4-((1R,3aS,5aR,5bR,7aR,11aS,11bR,13aR,13bR)-3a-(3-(ethyl(4-methoxy-4-oxobutyl)amino)propylcarbamoyl)-5a,5b,8,8,11a-pentamethyl-1-(prop-1-en-2-yl)-2,3,3a,4,5,5a,5b,6,7,7a,8,11,11a,11b,12,13,13a,13b-octadecahydro-1H-cyclopenta[a]chrysen-9-yl)benzoate). RXN SMILES: [CH3:1][O:2][C:3](=[O:53])[CH2:4][CH2:5][CH2:6][NH:7][CH2:8][CH2:9][CH2:10][NH:11][C:12]([C@:14]12[CH2:49][CH2:48][C@@H:47]([C:50]([CH3:52])=[CH2:51])[C@@H:15]1[C@@H:16]1[C@@:29]([CH3:32])([CH2:30][CH2:31]2)[C@@:28]2([CH3:33])[C@@H:19]([C@:20]3([CH3:46])[C@@H:25]([CH2:26][CH2:27]2)[C:24]([CH3:35])([CH3:34])[C:23]([C:36]2[CH:45]=[CH:44][C:39]([C:40]([O:42][CH3:43])=[O:41])=[CH:38][CH:37]=2)=[CH:22][CH2:21]3)[CH2:18][CH2:17]1)=[O:13].C(=O)([O-])[O-].[K+].[K+].O1CCO[CH2:62][CH2:61]1>C(#N)C>[CH2:61]([N:7]([CH2:6][CH2:5][CH2:4][C:3]([O:2][CH3:1])=[O:53])[CH2:8][CH2:9][CH2:10][NH:11][C:12]([C@:14]12[CH2:49][CH2:48][C@@H:47]([C:50]([CH3:52])=[CH2:51])[C@@H:15]1[C@@H:16]1[C@@:29]([CH3:32])([CH2:30][CH2:31]2)[C@@:28]2([CH3:33])[C@@H:19]([C@:20]3([CH3:46])[C@@H:25]([CH2:26][CH2:27]2)[C:24]([CH3:35])([CH3:34])[C:23]([C:36]2[CH:37]=[CH:38][C:39]([C:40]([O:42][CH3:43])=[O:41])=[CH:44][CH:45]=2)=[CH:22][CH2:21]3)[CH2:18][CH2:17]1)=[O:13])[CH3:62] |f:1.2.3|. Procedure details: A mixture of methyl 4-((1R,3aS,5aR,5bR,7aR,11aS,11bR,13aR,13bR)-3a-(3-(4-methoxy-4-oxobutylamino)propylcarbamoyl)-5a,5b,8,8,11a-pentamethyl-1-(prop-1-en-2-yl)-2,3,3a,4,5,5a,5b,6,7,7a,8,11,11a,11b,12,13,13a,13b-octadecahydro-1H-cyclopenta[a]chrysen-9-yl)benzoate (10 mg, 0.014 mmol) and potassium carbonate (5.69 mg, 0.041 mmol) in dioxane (1 mL) and acetonitrile (1.000 mL) was heated up at 78° C. for 3 hours, LCMS indicated the formation of desired product. The reaction mixture was quenched with d... Starting materials: COC=1C=C(C=C(C1)OC)O (3,5-dimethoxyphenol), BrCC(=O)C1=CC(=CC(=C1)F)F (2-bromo-1-(3,5-difluorophenyl)ethanone). Product: FC=1C=C(C=C(C1)F)C1=COC2=C1C(=CC(=C2)OC)OC (3-(3,5-difluorophenyl)-4,6-dimethoxy-1-benzofuran). Yield: 68.0%. As a reaction SMILES: [CH3:1][O:2][C:3]1[CH:4]=[C:5]([OH:11])[CH:6]=[C:7]([O:9][CH3:10])[CH:8]=1.Br[CH2:13][C:14]([C:16]1[CH:21]=[C:20]([F:22])[CH:19]=[C:18]([F:23])[CH:17]=1)=O>>[F:23][C:18]1[CH:17]=[C:16]([C:14]2[C:6]3[C:7]([O:9][CH3:10])=[CH:8][C:3]([O:2][CH3:1])=[CH:4][C:5]=3[O:11][CH:13]=2)[CH:21]=[C:20]([F:22])[CH:19]=1. Procedure: This compound was prepared using Method B from 3,5-dimethoxyphenol and 2-bromo-1-(3,5-difluorophenyl)ethanone: Yield 68% following procedures B.2 and B.3; m.p. 102-103° C.; IR 2937, 1591, 1501, 1444, 1354, 1217, 1113 cm−1; 1H-NMR (300 MHz, δ ppm, CDCl3) 7.49 (s, 1H), 7.20-7.11 (m, 2H), 6.75 (tt, J=9.0 Hz, 2.3 Hz, 1H), 6.66 (d, J=1.9 Hz, 1H), 6.36 (d, J=1.9 Hz, 1H), 3.84 (s, 3H), 3.82 (s, 3H); 13C-NMR (75 MHz, δ ppm, CDCl3) 162.8 (dd, J=246.5 Hz, 13.3 Hz), 159.7, 158.2, 154.6, 140.7, 135.8 (t, J=... The reactants are CC(=O)OCC(=O)N1CCC(CO)CC1, C[N+]1([O-])CCOCC1, CCC[N+](CCC)(CCC)CCC, ClCCl, O=[Ru](=O)(=O)[O-]. Yields the product CC(=O)OCC(=O)N1CCC(C=O)CC1. As a reaction SMILES: [C:1]([CH3:2])(=[O:3])[O:4][CH2:5][C:6](=[O:7])[N:8]1[CH2:9][CH2:10][CH:11]([CH2:14][OH:15])[CH2:12][CH2:13]1.[CH3:16][N+:17]1([O-:23])[CH2:18][CH2:19][O:20][CH2:21][CH2:22]1.[CH3:32][CH2:33][CH2:34][N+:35]([CH2:36][CH2:37][CH3:38])([CH2:39][CH2:40][CH3:41])[CH2:42][CH2:43][CH3:44].[Cl:24][CH2:25][Cl:26].[O-:27][Ru:28](=[O:29])(=[O:30])=[O:31]>>[C:1]([CH3:2])(=[O:3])[O:4][CH2:5][C:6](=[O:7])[N:8]1[CH2:9][CH2:10][CH:11]([CH:14]=[O:15])[CH2:12][CH2:13]1. The reactants are COC(=O)c1ccc(OC)c(OCCc2cccc(Cl)c2)c1, [Cl-], [Cl-], [Cl-], [Cl-], OCCc1cccc(Cl)c1, O=C1CCC(=O)N1Cl, ClCCl, COC(=O)c1ccc(OC)c(O)c1, [Zr+4]. Yields the product COC(=O)c1cc(OCCc2cccc(Cl)c2)c(OC)cc1Cl. As a reaction SMILES: [CH3:24][O:25][C:26]([c:27]1[cH:28][c:29]([O:35][CH2:36][CH2:37][c:38]2[cH:39][c:40]([Cl:44])[cH:41][cH:42][cH:43]2)[c:30]([O:33][CH3:34])[cH:31][cH:32]1)=[O:45].[Cl-:57].[Cl-:58].[Cl-:59].[Cl-:60].[Cl:14][c:15]1[cH:16][c:17]([CH2:18][CH2:19][OH:20])[cH:21][cH:22][cH:23]1.[Cl:46][N:47]1[C:48](=[O:49])[CH2:50][CH2:51][C:52]1=[O:53].[Cl:54][CH2:55][Cl:56].[OH:1][c:2]1[cH:3][c:4]([C:10]([O:11][CH3:12])=[O:13])[cH:5][cH:6][c:7]1[O:8][CH3:9].[Zr+4:61]>>[Cl:14][c:32]1[c:27]([C:26]([O:25][CH3:24])=[O:45])[cH:28][c:29]([O:35][CH2:36][CH2:37][c:38]2[cH:39][c:40]([Cl:44])[cH:41][cH:42][cH:43]2)[c:30]([O:33][CH3:34])[cH:31]1. The reactants are ClC=1C=CC(=C(CC2CNC(CN(C2=O)C(=O)N[C@@H](C(=O)NC=2C=C(NC2)C(=O)O)CC)=O)C1)OC (4-{[(2R)-2-({[6-(5-chloro-2-methoxybenzyl)-3,7-dioxo-1,4-diazepan-1-yl]carbonyl}amino)butanoyl]amino}-1H-pyrrole-2-carboxylic Acid), [N+](=O)([O-])C=1C=C(NC1)C(=O)O (4-nitropyrrole-2-carboxylic acid), CC1=C(C(=O)O)C=C(C=C1)[N+](=O)[O-] (2-methyl-5-nitrobenzoic acid). Product: ClC=1C=CC(=C(CC2CNC(CN(C2=O)C(=O)N[C@@H](C(=O)NC=2C=CC(=C(C(=O)O)C2)C)CC)=O)C1)OC (5-{[(2R)-2-({[6-(5-chloro-2-methoxybenzyl)-3,7-dioxo-1,4-diazepan-1-yl]carbonyl}amino)butanoyl]amino}-2-methylbenzoic Acid). Reaction SMILES: [Cl:1][C:2]1[CH:3]=[CH:4][C:5]([O:35][CH3:36])=[C:6]([CH:34]=1)[CH2:7][CH:8]1[C:14](=[O:15])[N:13]([C:16]([NH:18][C@H:19]([CH2:31][CH3:32])[C:20]([NH:22][C:23]2[CH:24]=[C:25]([C:28]([OH:30])=[O:29])N[CH:27]=2)=[O:21])=[O:17])[CH2:12][C:11](=[O:33])[NH:10][CH2:9]1.[N+]([C:40]1[CH:41]=C(C(O)=O)N[CH:44]=1)([O-])=O.CC1C=CC([N+]([O-])=O)=CC=1C(O)=O>>[Cl:1][C:2]1[CH:3]=[CH:4][C:5]([O:35][CH3:36])=[C:6]([CH:34]=1)[CH2:7][CH:8]1[C:14](=[O:15])[N:13]([C:16]([NH:18][C@H:19]([CH2:31][CH3:32])[C:20]([NH:22][C:23]2[CH:27]=[CH:44][C:40]([CH3:41])=[C:25]([CH:24]=2)[C:28]([OH:30])=[O:29])=[O:21])=[O:17])[CH2:12][C:11](=[O:33])[NH:10][CH2:9]1. Procedure details: Instead of the starting material compound of Example 262, that is, the 4-nitropyrrole-2-carboxylic acid, 2-methyl-5-nitrobenzoic acid was used for the similar procedure as in Example 262 to obtain the title compound. The reactants are C(C1=CC=CC=C1)N(CC(COC1=CC=CC=C1)O)CCC1=CC=C(OCC(=O)OC)C=C1 (methyl 4-[2-(N-benzyl-N-(2-hydroxy-3-phenoxypropyl)amino)ethyl]phenoxyacetate), Cl (hydrogen chloride). The reagents and catalysts are [Pd] (palladium on carbon). The solvent is CO (methanol). Conditions: time 16 hour. The product is Cl.OC(CNCCC1=CC=C(OCC(=O)OC)C=C1)COC1=CC=CC=C1 (methyl 4-[2-(2-hydroxy-3-phenoxypropylamino)ethyl]phenoxyacetate hydrochloride). As a reaction SMILES: C([N:8]([CH2:20][CH2:21][C:22]1[CH:33]=[CH:32][C:25]([O:26][CH2:27][C:28]([O:30][CH3:31])=[O:29])=[CH:24][CH:23]=1)[CH2:9][CH:10]([OH:19])[CH2:11][O:12][C:13]1[CH:18]=[CH:17][CH:16]=[CH:15][CH:14]=1)C1C=CC=CC=1.[ClH:34]>CO.[Pd]>[ClH:34].[OH:19][CH:10]([CH2:11][O:12][C:13]1[CH:18]=[CH:17][CH:16]=[CH:15][CH:14]=1)[CH2:9][NH:8][CH2:20][CH2:21][C:22]1[CH:33]=[CH:32][C:25]([O:26][CH2:27][C:28]([O:30][CH3:31])=[O:29])=[CH:24][CH:23]=1 |f:4.5|. Procedure details: The starting material was prepared by dissolving methyl 4-[2-(N-benzyl-N-(2-hydroxy-3-phenoxypropyl)amino)ethyl]phenoxyacetate (3.0 g) (see Example 8) in methanol (150 ml), adding ethereal hydrogen chloride dropwise to give a pH of 3, followed by 10% palladium on carbon (250 mg). The mixture was stirred under an atmosphere of hydrogen for 16 hours. The catalyst was removed by filtration through diatomaceous earth and the filtrate evaporated to give methyl 4-[2-(2-hydroxy-3-phenoxypropylamino)eth... The reactants are diphenylmethyl ester, C(C)(C)(C)OC(=O)N[C@@H](CC1=CC=C(C=C1)OCCCN1C(C=2C(C1=O)=CC=CC2)=O)C(=O)O (N-tert-butoxycarbonyl-O-(3-phthalimidopropyl)-L-tyrosine), O.NN (hydrazine hydrate). Solvent: C(C)O (ethanol). Product: diphenylmethyl ester, C(C)(C)(C)OC(=O)N[C@@H](CC1=CC=C(C=C1)OCCCN)C(=O)O (N-tert-butoxycarbonyl-O-(3-aminopropyl)-L-tyrosine). Isolated yield 78.7%. RXN SMILES: [C:1]([O:5][C:6]([NH:8][C@H:9]([C:32]([OH:34])=[O:33])[CH2:10][C:11]1[CH:16]=[CH:15][C:14]([O:17][CH2:18][CH2:19][CH2:20][N:21]2C(=O)C3=CC=CC=C3C2=O)=[CH:13][CH:12]=1)=[O:7])([CH3:4])([CH3:3])[CH3:2].O.NN>C(O)C>[C:1]([O:5][C:6]([NH:8][C@H:9]([C:32]([OH:34])=[O:33])[CH2:10][C:11]1[CH:12]=[CH:13][C:14]([O:17][CH2:18][CH2:19][CH2:20][NH2:21])=[CH:15][CH:16]=1)=[O:7])([CH3:4])([CH3:2])[CH3:3] |f:1.2|. Procedure: A mixture of diphenylmethyl ester of N-tert-butoxycarbonyl-O-(3-phthalimidopropyl)-L-tyrosine (4.4 g) and hydrazine hydrate (0.52 g) in ethanol (50 ml) was heated under reflux for 2.5 hours. After cooling, the resulting precipitates were filtered off and the filtrate was concentrated under reduced pressure. The residue was diluted with water and extracted with ethyl acetate. The extract was washed with water and brine, dried and evaporated to dryness to give diphenylmethyl ester of N-tert-butoxy... Reactants: CCOC(=O)C(Cc1ccc(C(C)C(O)(c2ccnc(Cl)c2)C(F)(F)F)c(Cl)c1)C(=O)OCC, CS(C)=O, [Cl-], [Na+], O. Yields the product CCOC(=O)CCc1ccc(C(C)C(O)(c2ccnc(Cl)c2)C(F)(F)F)c(Cl)c1. Reaction SMILES: [CH2:1]([CH3:2])[O:3][C:4]([CH:5]([C:6]([O:7][CH2:8][CH3:9])=[O:10])[CH2:11][c:12]1[cH:13][c:14]([Cl:33])[c:15]([CH:18]([C:19]([C:20]([F:21])([F:22])[F:23])([OH:24])[c:25]2[cH:26][c:27]([Cl:31])[n:28][cH:29][cH:30]2)[CH3:32])[cH:16][cH:17]1)=[O:34].[CH3:38][S:39]([CH3:40])=[O:41].[Cl-:35].[Na+:36].[OH2:37]>>[CH2:1]([CH3:2])[O:3][C:4]([CH2:5][CH2:11][c:12]1[cH:13][c:14]([Cl:33])[c:15]([CH:18]([C:19]([C:20]([F:21])([F:22])[F:23])([OH:24])[c:25]2[cH:26][c:27]([Cl:31])[n:28][cH:29][cH:30]2)[CH3:32])[cH:16][cH:17]1)=[O:34]. Reactants: COC(C1=CC(=C(C=C1)NC)N)=O (3-amino-4-methylamino-benzoic acid methyl ester), NC=1SC2=C(N1)C=CC(=C2)F (2-amino-6-fluoro-benzo-thiazole), C(=S)(N1C=NC=C1)N1C=NC=C1 (1,1′-thiocarbonyldiimidazole). Run in C(CCl)Cl (EDC). Yields the product COC(=O)C1=CC2=C(N(C(=N2)NC=2SC3=C(N2)C=CC(=C3)F)C)C=C1 (1-Methyl-2-(6-fluoro-benzothiazol-2-ylamino)-1H-benzoimidazole-5-carboxylic acid methyl ester). The yield is 70.8%. RXN SMILES: [CH3:1][O:2][C:3](=[O:13])[C:4]1[CH:9]=[CH:8][C:7]([NH:10][CH3:11])=[C:6]([NH2:12])[CH:5]=1.[NH2:14][C:15]1[S:16][C:17]2[CH:23]=[C:22]([F:24])[CH:21]=[CH:20][C:18]=2[N:19]=1.[C:25](N1C=CN=C1)(N1C=CN=C1)=S>C(Cl)CCl>[CH3:1][O:2][C:3]([C:4]1[CH:9]=[CH:8][C:7]2[N:10]([CH3:25])[C:11]([NH:14][C:15]3[S:16][C:17]4[CH:23]=[C:22]([F:24])[CH:21]=[CH:20][C:18]=4[N:19]=3)=[N:12][C:6]=2[CH:5]=1)=[O:13]. Procedure details: 1-Methyl-2-(6-fluoro-benzothiazol-2-ylamino)-1H-benzoimidazole-5-carboxylic acid methyl ester (1.26 g) was prepared by following General Procedure D starting from 3-amino-4-methylamino-benzoic acid methyl ester (0.9 g), 2-amino-6-fluoro-benzo-thiazole (0.84 g), 1,1′-thiocarbonyldiimidazole (1.07 g), and EDC (1.15 g). LC/MS: m/z 358.